This data is from the Open Reaction Database (ORD), a public repository of structured organic reaction records. The task is: describe an organic reaction: reactants, conditions, products, and yield The reactants are Cc1cc(F)c(C)c(F)c1F, [K+], O=[N+]([O-])[O-], O=S(=O)(O)O. Yields the product Cc1c(F)c(F)c(C)c([N+](=O)[O-])c1F. Reaction SMILES: [F:1][c:2]1[c:3]([CH3:11])[cH:4][c:5]([F:10])[c:6]([CH3:9])[c:7]1[F:8].[K+:12].[O-:13][N+:14]([O-:15])=[O:16].[S:17](=[O:18])(=[O:19])([OH:20])[OH:21]>>[F:1][c:2]1[c:3]([CH3:11])[c:4]([N+:14](=[O:13])[O-:15])[c:5]([F:10])[c:6]([CH3:9])[c:7]1[F:8]. The reactants are [Br-], CC(C)(C)c1cccc(C=O)c1OCc1ccccc1, [Mg+]c1ccccc1. Product: CC(C)(C)c1cccc(C(O)c2ccccc2)c1OCc1ccccc1. As a reaction SMILES: [Br-:21].[CH2:1]([c:2]1[cH:3][cH:4][cH:5][cH:6][cH:7]1)[O:8][c:9]1[c:10]([CH:11]=[O:12])[cH:13][cH:14][cH:15][c:16]1[C:17]([CH3:18])([CH3:19])[CH3:20].[c:22]1([Mg+:28])[cH:23][cH:24][cH:25][cH:26][cH:27]1>>[CH2:1]([c:2]1[cH:3][cH:4][cH:5][cH:6][cH:7]1)[O:8][c:9]1[c:10]([CH:11]([OH:12])[c:22]2[cH:23][cH:24][cH:25][cH:26][cH:27]2)[cH:13][cH:14][cH:15][c:16]1[C:17]([CH3:18])([CH3:19])[CH3:20]. Run at time 8 hour. Solvent: C(C)#N (acetonitrile), CO (methanol), O (water). RXN SMILES: [NH2:1][C:2]1[CH:10]=[CH:9][CH:8]=[C:7]([F:11])[C:3]=1[C:4]([OH:6])=O.N1[CH:16]=[CH:15]N=C1.C(Cl)(=O)C.Cl.[NH2:22][CH:23]1[CH2:28][CH2:27][C:26](=[O:29])[NH:25][C:24]1=[O:30].P(OC1C=CC=CC=1)(OC1C=CC=CC=1)OC1C=CC=CC=1>C(#N)C.CO.O>[F:11][C:7]1[CH:8]=[CH:9][CH:10]=[C:2]2[C:3]=1[C:4](=[O:6])[N:22]([CH:23]1[CH2:28][CH2:27][C:26](=[O:29])[NH:25][C:24]1=[O:30])[C:15]([CH3:16])=[N:1]2 |f:3.4|. Product: FC1=C2C(N(C(=NC2=CC=C1)C)C1C(NC(CC1)=O)=O)=O (3-(5-fluoro-2-methyl-4-oxo-4H-quinazolin-3-yl)-piperidine-2,6-dione). Starting materials: NC1=C(C(=O)O)C(=CC=C1)F (2-amino-6-fluorobenzoic acid), N1C=NC=C1 (imidazole), Cl.NC1C(NC(CC1)=O)=O (3-amino-piperidine-2,6-dione hydrogen chloride), N1C=NC=C1 (imidazole), P(OC1=CC=CC=C1)(OC1=CC=CC=C1)OC1=CC=CC=C1 (triphenyl phosphite), C(C)(=O)Cl (acetyl chloride). The yield is 77.3%. Procedure details: To a stirred mixture of 2-amino-6-fluorobenzoic acid (5.3 g, 34 mmol) and imidazole (2.8 g, 41 mmol) in acetonitrile (60 mL), was added acetyl chloride (2.9 mL, 41 mmol) at room temperature. The mixture was stirred at room temperature overnight. To the mixture, was added 3-amino-piperidine-2,6-dione hydrogen chloride (6.1 g, 37 mmol), imidazole (5.1 g, 75 mmol) and triphenyl phosphite (10.6 mL, 41 mmol) and heated to reflux for 22 hours. To the mixture, was added water (60 mL). The suspension wa... The reactants are CNC(=O)c1nc2n(c(=O)c1OCc1ccccc1)CCOC2(C)C, C1CCOC1, COc1ccc(P2(=S)SP(=S)(c3ccc(OC)cc3)S2)cc1. Yields the product CNC(=S)c1nc2n(c(=O)c1OCc1ccccc1)CCOC2(C)C. As a reaction SMILES: [CH2:1]([c:2]1[cH:3][cH:4][cH:5][cH:6][cH:7]1)[O:8][c:9]1[c:10]([C:22](=[O:23])[NH:24][CH3:25])[n:11][c:12]2[n:17]([c:18]1=[O:19])[CH2:16][CH2:15][O:14][C:13]2([CH3:20])[CH3:21].[CH2:48]1[O:49][CH2:50][CH2:51][CH2:52]1.[CH3:26][O:27][c:28]1[cH:29][cH:30][c:31]([P:32]2(=[S:35])[S:33][P:34]([c:36]3[cH:37][cH:38][c:39]([O:40][CH3:41])[cH:42][cH:43]3)(=[S:44])[S:45]2)[cH:46][cH:47]1>>[CH2:1]([c:2]1[cH:3][cH:4][cH:5][cH:6][cH:7]1)[O:8][c:9]1[c:10]([C:22]([NH:24][CH3:25])=[S:35])[n:11][c:12]2[n:17]([c:18]1=[O:19])[CH2:16][CH2:15][O:14][C:13]2([CH3:20])[CH3:21]. Reactants: cuprous iodide, C(CC(C)C)[Li] (isoamyllithium), CC(COS(=O)(=O)C1=CC=C(C=C1)C)[C@H]1CC[C@H]2C3=CC=C4C[C@H](C[C@@H]([C@]4(C)[C@H]3CC[C@]12C)OC(C)=O)OC(C)=O (20-methyl-1α,3β-diacetoxy-21-p-toluenesulfonyloxypregna-5,7-diene), [Li].C(CC(C)C)[Cu]CCC(C)C (diisoamylcopper lithium), [Cl-].[NH4+] (ammonium chloride). Solvent: C(C)OCC (diethyl ether), C(C)OCC (diethyl ether), C(C)OCC (diethyl ether), C(C)OCC (diethyl ether). Conditions: temperature -30 celsius, time 1 hour. Product: CC(C)CCC[C@@H](C)[C@H]1CC[C@H]2C3=CC=C4C[C@H](C[C@@H]([C@]4(C)[C@H]3CC[C@]12C)O)O (cholesta-5,7-diene-1α,3β-diol). RXN SMILES: [CH3:1][CH:2]([C@@H:15]1[C@:32]2([CH3:33])[C@H:18]([C:19]3[C@H:29]([CH2:30][CH2:31]2)[C@:27]2([CH3:28])[C:22]([CH2:23][C@@H:24]([O:38]C(=O)C)[CH2:25][C@@H:26]2[O:34]C(=O)C)=[CH:21][CH:20]=3)[CH2:17][CH2:16]1)[CH2:3]OS(C1C=CC(C)=CC=1)(=O)=O.[Li].C([Cu]CCC(C)C)CC(C)C.[CH2:54]([Li])[CH2:55][CH:56]([CH3:58])[CH3:57].[Cl-].[NH4+]>C(OCC)C>[CH3:57][CH:56]([CH2:55][CH2:54][CH2:3][C@H:2]([C@@H:15]1[C@:32]2([CH3:33])[C@H:18]([C:19]3[C@H:29]([CH2:30][CH2:31]2)[C@:27]2([CH3:28])[C:22]([CH2:23][C@@H:24]([OH:38])[CH2:25][C@@H:26]2[OH:34])=[CH:21][CH:20]=3)[CH2:17][CH2:16]1)[CH3:1])[CH3:58] |f:1.2,4.5,^1:41|. Reported procedure: A solution of 82 mg of 20-methyl-1α,3β-diacetoxy-21-p-toluenesulfonyloxypregna-5,7-diene in 1.5 ml of diethyl ether was added dropwise, at -50° C. to -60° C., to a diethyl ether solution of diisoamylcopper lithium prepared from 100 mg of cuprous iodide and 0.9 ml of a 1.1N diethyl ether solution of isoamyllithium in 2 ml of diethyl ether. After stirring at -30° C. for 1 hour, the reaction mixture was poured into a cold aqueous solution of ammonium chloride, followed by extraction with diethyl et... Starting materials: [N+](=O)([O-])C1=CC=C(COC(=O)[C@H]2C([S@@]([C@H]3N2C([C@H]3NC(=O)OCC3=CC=C(C=C3)[N+](=O)[O-])=O)=O)(C)C)C=C1 ((1S,3S,5R,6R) 6-(4-nitrobenzyloxycarbonyl)amino-2,2-dimethylpenam-3-carboxylic acid-oxide p-nitrobenzyl ester), ClC(CN=C=O)(Cl)Cl (trichloroethyl isocyanate), O1CCOCC1 (dioxane). Run at time 0.5 hour. The product is [N+](=O)([O-])C1=CC=C(COC(=O)[C@H]2[C@](S[C@H]3N2C([C@H]3NC(=O)OCC3=CC=C(C=C3)[N+](=O)[O-])=O)(C)COC(N)=O)C=C1 ((2R,3S,5R,6R) 6-(4-Nitrobenzyloxycarbonyl)amino-2-carbamoyloxymethyl-2-methylpenam-3-carboxylic Acid p-Nitrobenzyl Ester). As a reaction SMILES: [N+:1]([C:4]1[CH:38]=[CH:37][C:7]([CH2:8][O:9][C:10]([C@@H:12]2[N:16]3[C:17](=[O:33])[C@@H:18]([NH:19][C:20]([O:22][CH2:23][C:24]4[CH:29]=[CH:28][C:27]([N+:30]([O-:32])=[O:31])=[CH:26][CH:25]=4)=[O:21])[C@H:15]3[S@@:14](=O)[C:13]2([CH3:36])[CH3:35])=[O:11])=[CH:6][CH:5]=1)([O-:3])=[O:2].ClC(Cl)(Cl)C[N:42]=[C:43]=[O:44].[O:47]1CCOCC1>>[N+:1]([C:4]1[CH:38]=[CH:37][C:7]([CH2:8][O:9][C:10]([C@@H:12]2[N:16]3[C:17](=[O:33])[C@@H:18]([NH:19][C:20]([O:22][CH2:23][C:24]4[CH:29]=[CH:28][C:27]([N+:30]([O-:32])=[O:31])=[CH:26][CH:25]=4)=[O:21])[C@H:15]3[S:14][C@:13]2([CH2:36][O:47][C:43](=[O:44])[NH2:42])[CH3:35])=[O:11])=[CH:6][CH:5]=1)([O-:3])=[O:2]. Reported procedure: A mixture of (1S,3S,5R,6R) 6-(4-nitrobenzyloxycarbonyl)amino-2,2-dimethylpenam-3-carboxylic acid-oxide p-nitrobenzyl ester (8.19 g, 15.0 mmol), trichloroethyl isocyanate (5.0 ml, 7.9 g, 42 mmol) and dioxane (75 ml) was refluxed under nitrogen for 3.5 hours and concentrated in vacuo to a light brown oil. The oil was stirred with warm methanol (150 ml) for 0.5 hour and the solution was decanted from a small amount of dark residue. The methanol solution was adjusted to pH 7.4 with 5% sodium bicarbo... Starting materials: CN(CCC(=O)C1=CC=CC=C1)C (3-dimethylamino propiophenone), B#B (diborane), CN(CCC(=O)C1=CC=CC=C1)C (3-dimethylamino propiophenone), hydrochloride salt. Yields the product CN(CCC(O)C1=CC=CC=C1)C (3-dimethylamino-1-phenyl-1-propanol). As a reaction SMILES: [CH3:1][N:2]([CH3:13])[CH2:3][CH2:4][C:5]([C:7]1[CH:12]=[CH:11][CH:10]=[CH:9][CH:8]=1)=[O:6].B#B>>[CH3:13][N:2]([CH3:1])[CH2:3][CH2:4][CH:5]([C:7]1[CH:12]=[CH:11][CH:10]=[CH:9][CH:8]=1)[OH:6]. Procedure details: In that process 3-dimethylamino propiophenone (formula II) is liberated from its hydrochloride salt and reduced with diborane to yield 3-dimethylamino-1-phenyl-1-propanol (formula III) ##STR2## Starting materials: C1(=C(C=CC=C1)N)N (1,2-Phenylenediamine), C12(CC3CC(CC(C1)C3)C2)C=O (1-adamantanecarboxaldehyde), [BH4-].[Na+] (sodium borohydride). Solvent: C(C)(=O)OCC (ethyl acetate), CO (methanol). Reaction conditions: time 2 hour. Product: C12(CC3CC(CC(C1)C3)C2)CNC2=C(C=CC=C2)N (N-(1-Adamantylmethyl)-1,2-phenylenediamine). The yield is 10.1%. Reaction SMILES: [C:1]1([NH2:8])[CH:6]=[CH:5][CH:4]=[CH:3][C:2]=1[NH2:7].[C:9]12([CH:19]=O)[CH2:18][CH:13]3[CH2:14][CH:15]([CH2:17][CH:11]([CH2:12]3)[CH2:10]1)[CH2:16]2.[BH4-].[Na+]>CO.C(OCC)(=O)C>[C:9]12([CH2:19][NH:7][C:2]3[CH:3]=[CH:4][CH:5]=[CH:6][C:1]=3[NH2:8])[CH2:10][CH:11]3[CH2:17][CH:15]([CH2:14][CH:13]([CH2:12]3)[CH2:18]1)[CH2:16]2 |f:2.3|. Reported procedure: 1,2-Phenylenediamine (5 g) was added to a solution of 1-adamantanecarboxaldehyde (7.6 g) in methanol (100 ml). The solution was stirred at 23° for 2 h, then sodium borohydride (3.5 g) was added portionwise. The resulting mixture was stirred at 230 for 2 h, then diluted with ethyl acetate (400 ml) and filtered. The organic layer was washed with brine (300 ml), dried and concentrated in vacuo to a residue, which was taken up in ethyl ether and the inorganic salts still present were removed by filt...